describe an organic reaction: reactants, conditions, products, and yield From a dataset of the Open Reaction Database (ORD), a public repository of structured organic reaction records. The reactants are ClC1=C(CN2C(=C(C3=CC=C(C=C23)C#N)C(CC)=O)CC)C=CC=C1 (1-(2-chlorobenzyl)-2-ethyl-3-propionylindole-6-carbonitrile), C[Sn](C)(C)N=[N+]=[N-] (trimethyltin azide), Cl (HCl). Run in C=1(C(=CC=CC1)C)C (xylene). Run at temperature 120 celsius, time 14 hour. The product is ClC1=C(CN2C(=C(C3=CC=C(C=C23)C2=NN=NN2)C(CC)=O)CC)C=CC=C1 (1-(2-chlorobenzyl)-2-ethyl-3-propionyl-6-(1H-tetrazol-5-yl)indole). The yield is 64.1%. RXN SMILES: [Cl:1][C:2]1[CH:25]=[CH:24][CH:23]=[CH:22][C:3]=1[CH2:4][N:5]1[C:13]2[C:8](=[CH:9][CH:10]=[C:11]([C:14]#[N:15])[CH:12]=2)[C:7]([C:16](=[O:19])[CH2:17][CH3:18])=[C:6]1[CH2:20][CH3:21].C[Sn]([N:30]=[N+:31]=[N-:32])(C)C.Cl>C1(C)C(C)=CC=CC=1>[Cl:1][C:2]1[CH:25]=[CH:24][CH:23]=[CH:22][C:3]=1[CH2:4][N:5]1[C:13]2[C:8](=[CH:9][CH:10]=[C:11]([C:14]3[NH:32][N:31]=[N:30][N:15]=3)[CH:12]=2)[C:7]([C:16](=[O:19])[CH2:17][CH3:18])=[C:6]1[CH2:20][CH3:21]. Reported procedure: To a solution of 1-(2-chlorobenzyl)-2-ethyl-3-propionylindole-6-carbonitrile (107 mg) in xylene (5 ml) was added trimethyltin azide (190 mg), and the mixture was stirred at 120° C. for 14 hours. The resulting mixture was poured into 1N HCl and extracted with ethyl acetate. The organic phase was washed with brine, dried over sodium sulfate and evaporated in vacuo. The residue was chromatographed on silica gel eluting with 20% methanol in chloroform to give 1-(2-chlorobenzyl)-2-ethyl-3-propionyl-6... The reactants are C(CCC)NC(=O)C(=CC1C(N(C(O1)(C)C)C(=O)OC(C)(C)C)CC1CCCCC1)C(C)C (5-[2-[(butylamino)carbonyl]-3-methyl-1-butenyl]-4-(cyclohexylmethyl)-2,2-dimethyl-3-oxazolidinecarboxylic acid, 1,1-dimethylethyl ester). Reagents/catalysts: [Rh] (rhodium on alumina), [Rh] (rhodium on alumina). The solvent is C1CCOC1 (THF), C(Cl)(Cl)Cl (CHCl3), C1CCOC1 (THF). Reaction conditions: time 16 hour. Product: C(CCC)NC(=O)C(CC1C(N(C(O1)(C)C)C(=O)OC(C)(C)C)CC1CCCCC1)C(C)C (5-[2-[(Butylamino)carbonyl]-3-methylbutyl]-4-(cyclohexylmethyl)-2,2-dimethyl-3-oxazolidinecarboxylic acid, 1,1-dimethylethyl ester). Isolated yield 71.8%. RXN SMILES: [CH2:1]([NH:5][C:6]([C:8]([CH:31]([CH3:33])[CH3:32])=[CH:9][CH:10]1[O:14][C:13]([CH3:16])([CH3:15])[N:12]([C:17]([O:19][C:20]([CH3:23])([CH3:22])[CH3:21])=[O:18])[CH:11]1[CH2:24][CH:25]1[CH2:30][CH2:29][CH2:28][CH2:27][CH2:26]1)=[O:7])[CH2:2][CH2:3][CH3:4]>C1COCC1.C(Cl)(Cl)Cl.[Rh]>[CH2:1]([NH:5][C:6]([CH:8]([CH:31]([CH3:32])[CH3:33])[CH2:9][CH:10]1[O:14][C:13]([CH3:15])([CH3:16])[N:12]([C:17]([O:19][C:20]([CH3:21])([CH3:22])[CH3:23])=[O:18])[CH:11]1[CH2:24][CH:25]1[CH2:30][CH2:29][CH2:28][CH2:27][CH2:26]1)=[O:7])[CH2:2][CH2:3][CH3:4]. Procedure details: A THF (2.03 mL) solution containing 5-[2-[(butylamino)carbonyl]-3-methyl-1-butenyl]-4-(cyclohexylmethyl)-2,2-dimethyl-3-oxazolidinecarboxylic acid, 1,1-dimethylethyl ester (236 mg, 0.51 mmol) and rhodium on alumina (24 mg, 10% by wt, 5% Rh content) was placed under a hydrogen atmosphere for 16 h. Additional rhodium on alumina (24 mg) in THF (2.03 mL) was added and the reaction continued under H2 atmosphere for 6 h. The mixture was diluted with CHCl3, filtered and concentrated in vacuo. Silica ge... Starting materials: ClC1=CC=C2CNC(C2=C1)=O (6-chloro-2,3-dihydro-1H-isoindole-1-one), F[B-](F)(F)F.C(C)[O+](CC)CC (triethyloxonium tetrafluoroborate), C(O)([O-])=O.[Na+] (sodium hydrogen carbonate). The solvent is C(Cl)Cl (methylene chloride). Reaction conditions: time 30 minute. Yields the product C(C)OC1=NCC2=CC=C(C=C12)Cl (1-ethoxy-6-chloro-3H-isoindole). The yield is 88.8%. RXN SMILES: F[B-](F)(F)F.C([O+:8]([CH2:11][CH3:12])[CH2:9][CH3:10])C.[Cl:13][C:14]1[CH:22]=C2[C:17]([CH2:18][NH:19]C2=O)=[CH:16][CH:15]=1.C(=O)([O-])O.[Na+]>C(Cl)Cl>[CH2:11]([O:8][C:9]1[C:10]2[C:17](=[CH:16][CH:15]=[C:14]([Cl:13])[CH:22]=2)[CH2:18][N:19]=1)[CH3:12] |f:0.1,3.4|. Procedure: A solution of 151 g of triethyloxonium tetrafluoroborate in 3200 ml of methylene chloride was stirred under argon at room temperature for 3.5 hours after the addition of 106.6 g of 6-chloro-2,3-dihydro-1H-isoindole-1-one. The mixture was then treated within 40 minutes with 1.28 1 of saturated sodium hydrogen carbonate solution, the organic phase was separated and washed with 1.28 1 of water. After drying over sodium sulphate the organic phase was filtered and evaporated. The residue was taken up...